Dataset: the Open Reaction Database (ORD), a public repository of structured organic reaction records. Task: describe an organic reaction: reactants, conditions, products, and yield Reactants: CS(=O)(=O)Cl (methanesulfonyl chloride), O(C1=CC=CC=C1)C1=CC=C(C=C1)NCC=1C=NC=CC1 (3-(4-phenoxyphenylaminomethyl)pyridine), C([O-])([O-])=O.[K+].[K+] (potassium carbonate). The solvent is ClCCl (dichloromethane), ClCCl (dichloromethane). Yields the product O(C1=CC=CC=C1)C1=CC=C(C=C1)N(S(=O)(=O)C)CC=1C=NC=CC1 (N-(4-phenoxyphenyl)-N-(pyridin-3-ylmethyl)methanesulfonamide). As a reaction SMILES: [O:1]([C:8]1[CH:13]=[CH:12][C:11]([NH:14][CH2:15][C:16]2[CH:17]=[N:18][CH:19]=[CH:20][CH:21]=2)=[CH:10][CH:9]=1)[C:2]1[CH:7]=[CH:6][CH:5]=[CH:4][CH:3]=1.[CH3:22][S:23](Cl)(=[O:25])=[O:24].C(=O)([O-])[O-].[K+].[K+]>ClCCl>[O:1]([C:8]1[CH:13]=[CH:12][C:11]([N:14]([CH2:15][C:16]2[CH:17]=[N:18][CH:19]=[CH:20][CH:21]=2)[S:23]([CH3:22])(=[O:25])=[O:24])=[CH:10][CH:9]=1)[C:2]1[CH:7]=[CH:6][CH:5]=[CH:4][CH:3]=1 |f:2.3.4|. Reported procedure: A 5.5 g. portion of 3-(4-phenoxyphenylaminomethyl)pyridine was dissolved in dichloromethane, and reacted with 1.7 ml. of methanesulfonyl chloride in the presence of 3 g. of potassium carbonate. The mixture was stirred at ambient temperature for several days. It was diluted with dichloromethane, extracted with water, dried over magnesium sulfate, and evaporated under vacuum. The residue was triturated in diethyl ether and petroleum ether, filtered and dried to obtain 6.4 g. of the desired product... Starting materials: C(C)(=O)O (acetic acid), C(=O)(N1C=NC=C1)N1C=NC=C1 (1,1′-carbonyl-diimidazole), O (water), ClC1=CC=C(C=C1)S(=O)(=O)N(C1C(NCCCC1)=O)CC1=CC=C(C(=N)NO)C=C1 (4-{[(4-Chloro-benzenesulfonyl)-(2-oxo-azepan-3-yl)-amino]-methyl}-N-hydroxy-benzamidine). Solvent: CN(C=O)C (dimethylformamide). Conditions: time 10 minute. Yields the product ClC1=CC=C(C=C1)S(=O)(=O)N(C1C(NCCCC1)=O)CC1=CC=C(C=C1)C1=NOC(=N1)C (4-chloro-N-[4-(5-methyl-[1,2,4]oxadiazol-3-yl)-benzyl]-N-(2-oxo-azepan-3-yl)-benzenesulfonamide). The yield is 90.5%. As a reaction SMILES: [C:1]([OH:4])(=O)[CH3:2].C(N1C=CN=C1)(N1C=CN=C1)=O.[Cl:17][C:18]1[CH:23]=[CH:22][C:21]([S:24]([N:27]([CH2:36][C:37]2[CH:46]=[CH:45][C:40]([C:41]([NH:43]O)=[NH:42])=[CH:39][CH:38]=2)[CH:28]2[CH2:34][CH2:33][CH2:32][CH2:31][NH:30][C:29]2=[O:35])(=[O:26])=[O:25])=[CH:20][CH:19]=1.O>CN(C)C=O>[Cl:17][C:18]1[CH:23]=[CH:22][C:21]([S:24]([N:27]([CH2:36][C:37]2[CH:38]=[CH:39][C:40]([C:41]3[N:42]=[C:1]([CH3:2])[O:4][N:43]=3)=[CH:45][CH:46]=2)[CH:28]2[CH2:34][CH2:33][CH2:32][CH2:31][NH:30][C:29]2=[O:35])(=[O:25])=[O:26])=[CH:20][CH:19]=1. Procedure details: To a solution of acetic acid (63 μl, 1.10 mmol) in 5 ml dimethylformamide were added 1,1′-carbonyl-diimidazole (0.18 g, 1.10 mmol). The mixture was stirred at room temperature for 10 minutes, heated to 40° C. for a few minutes and cooled to room temperature. 4-{[(4-Chloro-benzenesulfonyl)-(2-oxo-azepan-3-yl)-amino]-methyl}-N-hydroxy-benzamidine (0.45 g, 1.00 mmol) was added and the mixture was stirred at 100° C. for 5 hours and then poured into water. Filtration and chromatography on silicagel w... Starting materials: [O-]CC.[Na+] (sodium ethoxide), C(CC(=O)OCC)(=O)OCC (diethyl malonate), FC=1C=CC(=C(C1)C=CC(C)=O)OC (4-(5-fluoro-2-methoxyphenyl)-3-buten-2-one). Run in C(C)O (ethanol). Conditions: time 30 minute. Product: FC=1C=CC(=C(C1)C1CC(CC(C1)=O)=O)OC (5-(5-fluoro-2-methoxyphenyl)cyclohexane-1,3-dione). Reaction SMILES: [O-:1][CH2:2][CH3:3].[Na+].C(OCC)(=O)CC(OCC)=O.[F:16][C:17]1[CH:18]=[CH:19][C:20]([O:28][CH3:29])=[C:21]([CH:23]=[CH:24][C:25](=[O:27])[CH3:26])[CH:22]=1>C(O)C>[F:16][C:17]1[CH:18]=[CH:19][C:20]([O:28][CH3:29])=[C:21]([CH:23]2[CH2:3][C:2](=[O:1])[CH2:26][C:25](=[O:27])[CH2:24]2)[CH:22]=1 |f:0.1|. Procedure details: To a solution of 20% sodium ethoxide in ethanol (21.4 g) was added at room temperature diethyl malonate (11.2 g) and then was added little by little 4-(5-fluoro-2-methoxyphenyl)-3-buten-2-one (13 g), and the reaction mixture was stirred at room temperature for 30 minutes, refluxed for 2 hours and cooled. The solvent was evaporated, and to the residue was added water. The aqueous layer was washed with ethyl acetate and concentrated. To the residue was added 2M sodium hydroxide (50 ml), and the mi... The reactants are N(CC(=O)NCC(=O)N[C@@H](CC1=CC=CC=C1)C(=O)N[C@@H](CCSC)C(=O)O)C(=O)OC(C)(C)C (Boc-Gly-Gly-Phe-Met-OH), C1CCC(CC1)N=C=NC2CCCCC2 (DCCI), N[C@@H]([C@H](O)C)C(=O)N[C@@H](CO)C(=O)N[C@@H](CCC(OC(C)(C)C)=O)C(=O)N[C@@H](CCCCNC(=O)OC(C)(C)C)C(=O)OC (H-Thr-Ser-Glu(OtBu)-Lys(Boc)-OMe), C=1C=CC2=C(C1)N=NN2O (HOBt). Product: N(CC(=O)NCC(=O)N[C@@H](CC1=CC=CC=C1)C(=O)N[C@@H](CCSC)C(=O)N[C@@H]([C@H](O)C)C(=O)N[C@@H](CO)C(=O)N[C@@H](CCC(OC(C)(C)C)=O)C(=O)N[C@@H](CCCCNC(=O)OC(C)(C)C)C(=O)OC)C(=O)OC(C)(C)C (Boc-Gly-Gly-Phe-Met-Thr-Ser-Glu(OtBu)-Lys(Boc)-OMe). As a reaction SMILES: [NH:1]([C:29]([O:31][C:32]([CH3:35])([CH3:34])[CH3:33])=[O:30])[CH2:2][C:3]([NH:5][CH2:6][C:7]([NH:9][C@H:10]([C:18]([NH:20][C@H:21]([C:26](O)=[O:27])[CH2:22][CH2:23][S:24][CH3:25])=[O:19])[CH2:11][C:12]1[CH:17]=[CH:16][CH:15]=[CH:14][CH:13]=1)=[O:8])=[O:4].[NH2:36][C@H:37]([C:41]([NH:43][C@H:44]([C:47]([NH:49][C@H:50]([C:60]([NH:62][C@H:63]([C:76]([O:78][CH3:79])=[O:77])[CH2:64][CH2:65][CH2:66][CH2:67][NH:68][C:69]([O:71][C:72]([CH3:75])([CH3:74])[CH3:73])=[O:70])=[O:61])[CH2:51][CH2:52][C:53](=[O:59])[O:54][C:55]([CH3:58])([CH3:57])[CH3:56])=[O:48])[CH2:45][OH:46])=[O:42])[C@@H:38]([CH3:40])[OH:39].C1C=CC2N(O)N=NC=2C=1.C1CCC(N=C=NC2CCCCC2)CC1>>[NH:1]([C:29]([O:31][C:32]([CH3:35])([CH3:34])[CH3:33])=[O:30])[CH2:2][C:3]([NH:5][CH2:6][C:7]([NH:9][C@H:10]([C:18]([NH:20][C@H:21]([C:26]([NH:36][C@H:37]([C:41]([NH:43][C@H:44]([C:47]([NH:49][C@H:50]([C:60]([NH:62][C@H:63]([C:76]([O:78][CH3:79])=[O:77])[CH2:64][CH2:65][CH2:66][CH2:67][NH:68][C:69]([O:71][C:72]([CH3:75])([CH3:74])[CH3:73])=[O:70])=[O:61])[CH2:51][CH2:52][C:53](=[O:59])[O:54][C:55]([CH3:58])([CH3:56])[CH3:57])=[O:48])[CH2:45][OH:46])=[O:42])[C@@H:38]([CH3:40])[OH:39])=[O:27])[CH2:22][CH2:23][S:24][CH3:25])=[O:19])[CH2:11][C:12]1[CH:17]=[CH:16][CH:15]=[CH:14][CH:13]=1)=[O:8])=[O:4]. Procedure details: 2.4 g Boc-Gly-Gly-Phe-Met-OH, A(4), and 3.15 g H-Thr-Ser-Glu(OtBu)-Lys(Boc)-OMe, B(3), are coupled with the aid of 2 eq HOBt and 1 eq DCCI in the way described in B(1). Reactants: Cl (hydrochloric acid), C[Si](OC1CC(NC1)=O)(C)C (4-trimethylsilyloxy-2-pyrrolidone), O1CCCC1 (tetrahydrofuran), NC1=CC=CC=C1 (aniline), N,N'-carbonyldiimidazole. The product is C1(=CC=CC=C1)NC(=O)N1C(CC(C1)O)=O (1-phenylcarbamoyl-4-hydroxy-2-pyrrolidinone). The yield is 72.0%. As a reaction SMILES: C[Si](C)(C)[O:3][CH:4]1[CH2:8][NH:7][C:6](=[O:9])[CH2:5]1.[NH2:12][C:13]1[CH:18]=[CH:17][CH:16]=[CH:15][CH:14]=1.Cl.[O:20]1CCC[CH2:21]1>>[C:13]1([NH:12][C:21]([N:7]2[CH2:8][CH:4]([OH:3])[CH2:5][C:6]2=[O:9])=[O:20])[CH:18]=[CH:17][CH:16]=[CH:15][CH:14]=1. Reported procedure: A 8.14 g quantity of 4-trimethylsilyloxy-2-pyrrolidone [Farmaco Edizione Scientifica, 36, 845-855 (1981)] was dissolved in 100 ml of tetrahydrofuran, 7.62 g of N,N'-carbonyldiimidazole was added to the solution, and the mixture was refluxed for 20 hours. With addition of 4.38 g of aniline, the mixture was further refluxed for 7 hours, then cooled and stirred at room temperature for 0.5 hour with addition of 150 ml of 1N hydrochloric acid. The solvent was distilled off in a vacuum, the residue wa...